From a dataset of the Open Reaction Database (ORD), a public repository of structured organic reaction records. describe an organic reaction: reactants, conditions, products, and yield Product: C(C=C)OC(CC1=NSC(=N1)NC([C@H](CC(C)C)N1C(C=C(C1)OC1=C(C=CC=C1)Cl)=O)=O)=O ((5-{(S)-2-[4-(2-chloro-phenoxy)-2-oxo-2,5-dihydro-pyrrol-1-yl]-4-methyl-pentanoylamino}-[1,2,4]thiadiazol-3-yl)-acetic acid allyl ester). Reaction SMILES: OC(C)(C)CN1C=C[C:6]([NH:9][C:10](=[O:30])[C@@H:11]([N:16]2[CH2:20][C:19]([O:21][C:22]3[CH:27]=[CH:26][CH:25]=[CH:24][C:23]=3[Cl:28])=[CH:18][C:17]2=[O:29])[CH2:12][CH:13]([CH3:15])[CH3:14])=[N:5]1.Cl.CN(C)[CH2:36][CH2:37][CH2:38]N=C=NCC.ON1C2C=CC=CC=2N=N1.NC1[S:60][N:59]=[C:58]([CH2:61][C:62]([OH:64])=[O:63])N=1>ClCCl>[CH2:38]([O:64][C:62](=[O:63])[CH2:61][C:58]1[N:5]=[C:6]([NH:9][C:10](=[O:30])[C@@H:11]([N:16]2[CH2:20][C:19]([O:21][C:22]3[CH:27]=[CH:26][CH:25]=[CH:24][C:23]=3[Cl:28])=[CH:18][C:17]2=[O:29])[CH2:12][CH:13]([CH3:15])[CH3:14])[S:60][N:59]=1)[CH:37]=[CH2:36] |f:1.2|. Starting materials: OC(CN1N=C(C=C1)NC([C@H](CC(C)C)N1C(C=C(C1)OC1=C(C=CC=C1)Cl)=O)=O)(C)C ((S)-2-[4-(2-Chloro-phenoxy)-2-oxo-2,5-dihydro-pyrrol-1-yl]-4-methyl-pentanoic acid [1-(2-hydroxy-2-methyl-propyl)-1H-pyrazol-3-yl]-amide), Cl.CN(CCCN=C=NCC)C (1-(3-dimethylaminopropyl)-3-ethylcarbodiimide hydrochloride), ON1N=NC2=C1C=CC=C2 (1-hydroxybenzotriazole), NC1=NC(=NS1)CC(=O)O ((5-amino-[1,2,4]thiadiazol-3-yl)-acetic acid), ester hydrochloride. Isolated yield 70.0%. The solvent is ClCCl (dichloromethane). Run at temperature 25 celsius, time 8 hour. Procedure: To a solution of (S)-2-[4-(2-chloro-phenoxy)-2-oxo-2,5-dihydro-pyrrol-1-yl]-4-methyl-pentanoic acid (prepared as in Example 64, 132 mg, 0.41 mmol) in dichloromethane (2.00 mL) was added 1-(3-dimethylaminopropyl)-3-ethylcarbodiimide hydrochloride (91 mg, 0.47 mmol) and 1-hydroxybenzotriazole (62 mg, 0.46 mmol). The resulting solution was stirred for 5 min before (5-amino-[1,2,4]thiadiazol-3-yl)-acetic acid ally ester hydrochloride (1:1) (100 mg, 0.50 mmol) was added and the resulting mixture stir... Reactants: O=C(n1ccnc1)n1ccnc1, CCCCSc1ccc2[nH]c3cc(C(=O)O)nn3c(=O)c2c1, Nc1nnn[nH]1, CN(C)C=O. The product is CCCCSc1ccc2[nH]c3cc(C(=O)Nc4nnn[nH]4)nn3c(=O)c2c1. RXN SMILES: [C:23]([n:24]1[cH:25][cH:26][n:27][cH:28]1)([n:29]1[cH:30][cH:31][n:32][cH:33]1)=[O:34].[CH2:1]([CH2:2][CH2:3][CH3:4])[S:5][c:6]1[cH:7][c:8]2[c:9](=[O:22])[n:10]3[c:11]([nH:12][c:13]2[cH:14][cH:15]1)[cH:16][c:17]([C:19](=[O:20])[OH:21])[n:18]3.[NH2:35][c:36]1[n:37][n:38][n:39][nH:40]1.[O:41]=[CH:42][N:43]([CH3:44])[CH3:45]>>[CH2:1]([CH2:2][CH2:3][CH3:4])[S:5][c:6]1[cH:7][c:8]2[c:9](=[O:22])[n:10]3[c:11]([nH:12][c:13]2[cH:14][cH:15]1)[cH:16][c:17]([C:19](=[O:21])[NH:35][c:36]1[n:37][n:38][n:39][nH:40]1)[n:18]3. Reactants: C(C)(=O)O[BH-](OC(C)=O)OC(C)=O.[Na+] (Sodium triacetoxyborohydride), Cl.Cl.C(CCC)C=1N=NC(=CC1C1=CC(=C(C=C1)OC1CCCCC1)C=1N=NN(N1)C)OC1CCNCC1 (3-butyl-4-[4-cyclohexyloxy-3-(2-methyl-2H-tetrazol-5-yl)-phenyl]-6-(piperidin-4-yloxy)-pyridazine dihydrochloride), C=O (formaldehyde), O (water). Reagents/catalysts: C(C)(=O)O (acetic acid). The solvent is C(Cl)Cl (DCM). Conditions: time 1.5 hour. Product: Cl.Cl.C(CCC)C=1N=NC(=CC1C1=CC(=C(C=C1)OC1CCCCC1)C=1N=NN(N1)C)OC1CCN(CC1)C (3-Butyl-4-[4-cyclohexyloxy-3-(2-methyl-2H-tetrazol-5-yl)-phenyl]-6-(1-methyl-piperidin-4-yloxy)-pyridazine dihydrochloride). The yield is 158.2%. As a reaction SMILES: [ClH:1].Cl.[CH2:3]([C:7]1[N:8]=[N:9][C:10]([O:32][CH:33]2[CH2:38][CH2:37][NH:36][CH2:35][CH2:34]2)=[CH:11][C:12]=1[C:13]1[CH:18]=[CH:17][C:16]([O:19][CH:20]2[CH2:25][CH2:24][CH2:23][CH2:22][CH2:21]2)=[C:15]([C:26]2[N:27]=[N:28][N:29]([CH3:31])[N:30]=2)[CH:14]=1)[CH2:4][CH2:5][CH3:6].C=O.O.[C:42](O[BH-](OC(=O)C)OC(=O)C)(=O)C.[Na+]>C(Cl)Cl.C(O)(=O)C>[ClH:1].[ClH:1].[CH2:3]([C:7]1[N:8]=[N:9][C:10]([O:32][CH:33]2[CH2:38][CH2:37][N:36]([CH3:42])[CH2:35][CH2:34]2)=[CH:11][C:12]=1[C:13]1[CH:18]=[CH:17][C:16]([O:19][CH:20]2[CH2:21][CH2:22][CH2:23][CH2:24][CH2:25]2)=[C:15]([C:26]2[N:27]=[N:28][N:29]([CH3:31])[N:30]=2)[CH:14]=1)[CH2:4][CH2:5][CH3:6] |f:0.1.2,5.6,9.10.11|. Reported procedure: To a solution of 3-butyl-4-[4-cyclohexyloxy-3-(2-methyl-2H-tetrazol-5-yl)-phenyl]-6-(piperidin-4-yloxy)-pyridazine dihydrochloride (0.09 mmol, 50.6 mg) in DCM (1 mL) was added formaldehyde solution in water (37%, 0.27 mmol, 0.020 mL) and 1 drop of acetic acid. Sodium triacetoxyborohydride (0.36 mmol, 80.3 mg, 95%) was added. The reaction mixture was stirred at room temperature for 1.5 h and partitioned between ethyl acetate (10 mL) and saturated aq. sodium bicarbonate solution (10 mL). The ethyl... Starting materials: C(#N)[BH3-].[Na+] (sodium cyanoborohydride), NC1=C(C=CC=C1)C(CCC)(CCC)O (4-(2-amino-phenyl)-heptan-4-ol), CC(CC=O)(C)NC(OC(C)(C)C)=O (tert-butyl (1,1-dimethyl-3-oxo-propyl)-carbamate). Solvent: CO (MeOH), CC(=O)O (AcOH), CCOC(=O)C (EtOAc). Reaction conditions: time 16 hour. Product: OC(CCC)(CCC)C1=C(C=CC=C1)NCCC(C)(C)NC(OC(C)(C)C)=O (tert-butyl {3-[2-(1-hydroxy-1-propyl-butyl)-phenylamino]-1,1-dimethyl-propyl}-carbamate). RXN SMILES: C([BH3-])#N.[Na+].[NH2:5][C:6]1[CH:11]=[CH:10][CH:9]=[CH:8][C:7]=1[C:12]([OH:19])([CH2:16][CH2:17][CH3:18])[CH2:13][CH2:14][CH3:15].[CH3:20][C:21]([NH:26][C:27](=[O:33])[O:28][C:29]([CH3:32])([CH3:31])[CH3:30])([CH3:25])[CH2:22][CH:23]=O>CO.CC(O)=O.CCOC(C)=O>[OH:19][C:12]([C:7]1[CH:8]=[CH:9][CH:10]=[CH:11][C:6]=1[NH:5][CH2:23][CH2:22][C:21]([NH:26][C:27](=[O:33])[O:28][C:29]([CH3:32])([CH3:31])[CH3:30])([CH3:25])[CH3:20])([CH2:16][CH2:17][CH3:18])[CH2:13][CH2:14][CH3:15] |f:0.1|. Procedure: 1.40 g (22.27 mmol) sodium cyanoborohydride are added to a solution of 3.10 g (14.05 mmol) 4-(2-amino-phenyl)-heptan-4-ol and 3.60 g (17.88 mmol) tert-butyl (1,1-dimethyl-3-oxo-propyl)-carbamate in MeOH (40 mL) and AcOH (6 mL). The mixture is stirred for 16 h at RT, diluted with EtOAc and washed with 0.5 M aqueous KHSO4 and saturated. aqueous NaCl , dried with sodium sulphate and evaporated down i. vac. The crude product is used in the next reaction step without any further purification. The reactants are N1C=2C3=C(C=NC2CCC1=O)C=CC=C3 (1,4-dihydrobenzo[c]-1,5-naphthyridin-2(3H)-one), [OH-].[K+] (potassium hydroxide), C(C1=CC=CC=C1)Br (benzyl bromide). Run in CS(=O)C (dimethylsulfoxide), O (water). Run at time 1.5 hour. The product is C1(=CC=CC=C1)CN1C=2C3=C(C=NC2CCC1=O)C=CC=C3 (1,4-Dihydro-1-phenylmethylbenzo[c]-1,5-naphthyridin-2(3H)-one). The yield is 84.8%. Reaction SMILES: [NH:1]1[C:10](=[O:11])[CH2:9][CH2:8][C:7]2[N:6]=[CH:5][C:4]3[CH:12]=[CH:13][CH:14]=[CH:15][C:3]=3[C:2]1=2.[OH-].[K+].[CH2:18](Br)[C:19]1[CH:24]=[CH:23][CH:22]=[CH:21][CH:20]=1>CS(C)=O.O>[C:19]1([CH2:18][N:1]2[C:10](=[O:11])[CH2:9][CH2:8][C:7]3[N:6]=[CH:5][C:4]4[CH:12]=[CH:13][CH:14]=[CH:15][C:3]=4[C:2]2=3)[CH:24]=[CH:23][CH:22]=[CH:21][CH:20]=1 |f:1.2|. Procedure details: A stirred solution of 1,4-dihydrobenzo[c]-1,5-naphthyridin-2(3H)-one (3.97 g) in dimethylsulfoxide (sieve dried, 80 ml) was treated sequentially with powdered potassium hydroxide (2.64 g of 85% KOH) and benzyl bromide (3.76 g). The solution was stirred for 1.5 hours at ambient temperature, transferred to a separatory funnel, diluted with water (400 ml) and extracted with ethyl acetate (2×250 ml). The organic phase was washed with water (2×200 ml), dried (Na2SO4), filtered and evaporated to give ... Starting materials: C[O-].[Na+] (sodium methoxide), C(C)(=O)OCC (ethyl acetate), C(C1=CC=CC=C1)(=O)OC1C(C2CC(OC2C1)=O)C1OCCO1 (7-benzoyloxy-6-(2,5-dioxolanyl)-2-oxabicyclo[3.3.0]octan-3-one), CCCCCC (hexane). Solvent: CO (MeOH), C(Cl)Cl (CH2Cl2), CO (MeOH), CO (methanol). Reaction conditions: temperature 0 celsius, time 1 hour. The product is C1(OCCO1)C1C2CC(OC2CC1O)=O (6-(2,5-dioxolanyl)-7-hydroxy-2-oxabicyclo[3.3.0]octan-3-one). As a reaction SMILES: C([O:9][CH:10]1[CH2:17][CH:16]2[CH:12]([CH2:13][C:14](=[O:18])[O:15]2)[CH:11]1[CH:19]1[O:23][CH2:22][CH2:21][O:20]1)(=O)C1C=CC=CC=1.C[O-].[Na+].CCCCCC.C(OCC)(=O)C>CO.C(Cl)Cl>[CH:19]1([CH:11]2[CH:10]([OH:9])[CH2:17][CH:16]3[CH:12]2[CH2:13][C:14](=[O:18])[O:15]3)[O:23][CH2:22][CH2:21][O:20]1 |f:1.2|. Procedure details: To a well stirred solution of crude 1b (63.85 g, 201 mmol, 1 eq) in methanol (786 mL) at 0° C. is added a suspension of sodium methoxide (13.27 g, 246 mmol, 1.2 eq) in MeOH (98.3 mL). The reaction is stirred at 0° C. for 1 hour and then is warmed to 25° C. for 1 hour. The reaction is neutralized with acidic ion exchange resin which has been washed thoroughly with MeOH (5×100 mL). The filtrate is concentrated in vacuo to give a syrup which is subjected to flash chromatography on silica gel elutin... Starting materials: CN (MeNH2), C(=O)([O-])[O-].[Na+].[Na+] (Na2CO3), BrC1=CC(=C(C=C1)C1=C(C=C(C=C1)Br)CBr)CBr (4,4′-dibromo-2,2′-bis(bromomethyl)biphenyl). Run in C1CCOC1 (THF). Product: BrC=1C=CC2=C(CN(CC3=C2C=CC(=C3)Br)C)C1 (3,9-dibromo-6-methyl-6,7-dihydro-5H-dibenzo[c,e]azepine). Isolated yield 99.4%. RXN SMILES: [CH3:1][NH2:2].C([O-])([O-])=O.[Na+].[Na+].[Br:9][C:10]1[CH:15]=[CH:14][C:13]([C:16]2[CH:21]=[CH:20][C:19]([Br:22])=[CH:18][C:17]=2[CH2:23]Br)=[C:12]([CH2:25]Br)[CH:11]=1>C1COCC1>[Br:9][C:10]1[CH:15]=[CH:14][C:13]2[C:16]3[CH:21]=[CH:20][C:19]([Br:22])=[CH:18][C:17]=3[CH2:23][N:2]([CH3:1])[CH2:25][C:12]=2[CH:11]=1 |f:1.2.3|. Procedure: MeNH2 (4.9 mL, 9.87 mmol) and Na2CO3 (0.349 g, 3.29 mmol) were added to a THF (6.5 mL) solution of 4,4′-dibromo-2,2′-bis(bromomethyl)biphenyl (0.328 g, 0.658 mmol), and the reaction mixture was refluxed for 3 hours. The volatile component was removed in vacuo, and the residue was passed through MCX (CH3OH wash; 2.0 M NH3/CH3OH elution) to afford 3,9-dibromo-6-methyl-6,7-dihydro-5H-dibenzo[c,e]azepine as a white solid (0.24 g). 1H NMR (DMSO-d6, δ=2.50, 500 MHz): 2.31 (s, 3H), 3.24 (s, 4H), 7.47 (...